Task: describe an organic reaction: reactants, conditions, products, and yield. Dataset: the Open Reaction Database (ORD), a public repository of structured organic reaction records Reaction conditions: temperature 115 celsius, time 3 hour. Yield: 89.0%. Run in CN(C)C=O (DMF). Reaction SMILES: [F:1][C:2]1[CH:7]=[CH:6][C:5]([CH2:8][C:9]([C:11]2[C:12](=[O:33])[N:13]([C:22]3[CH:27]=[CH:26][CH:25]=[C:24]([O:28][C:29]([F:32])([F:31])[F:30])[CH:23]=3)[C:14]3[C:19]([C:20]=2O)=[CH:18][CH:17]=[CH:16][N:15]=3)=O)=[CH:4][CH:3]=1.O.[NH2:35][NH2:36].C(=O)([O-])O.[Na+]>CN(C=O)C>[F:1][C:2]1[CH:3]=[CH:4][C:5]([CH2:8][C:9]2[C:11]3[C:12](=[O:33])[N:13]([C:22]4[CH:27]=[CH:26][CH:25]=[C:24]([O:28][C:29]([F:32])([F:30])[F:31])[CH:23]=4)[C:14]4[N:15]=[CH:16][CH:17]=[CH:18][C:19]=4[C:20]=3[NH:36][N:35]=2)=[CH:6][CH:7]=1 |f:1.2,3.4|. Yields the product FC1=CC=C(CC2=NNC3=C2C(N(C=2N=CC=CC32)C3=CC(=CC=C3)OC(F)(F)F)=O)C=C1 (3-(4-fluorobenzyl)-5-(3-trifluoromethoxyphenyl)-1H-pyrazolo[4,3-c][1,8]-naphthyridin-4(5H)-one), crystal. Reported procedure: To a suspension of 3-(4-fluorophenylacetyl)-4-hydroxy-1-(3-trifluoromethoxyphenyl)-1,8-naphthyridin-2(1H)-one (229 mg, 0.5 mmol) produced in Synthesis Example 28 in DMF (4 mL) was added hydrazine monohydrate (purity of 80%, 80 μL), and the mixture was stirred at 110 to 120° C. for 3 hours. To the reaction solution was added a sodium hydrogencarbonate aqueous solution. The resulting precipitate was separated by filtration, washed with water, and dried to give 3-(4-fluorobenzyl)-5-(3-trifluorometh... Reactants: C(O)([O-])=O.[Na+] (sodium hydrogencarbonate), FC1=CC=C(C=C1)CC(=O)C=1C(N(C2=NC=CC=C2C1O)C1=CC(=CC=C1)OC(F)(F)F)=O (3-(4-fluorophenylacetyl)-4-hydroxy-1-(3-trifluoromethoxyphenyl)-1,8-naphthyridin-2(1H)-one), O.NN (hydrazine monohydrate). Reactants: CCc1ccc2nc(C)[nH]c2c1N1CC(CI)OC1=O, CCOC(C)=O, CC(C)=O, [N-]=[N+]=[N-], [Na+], O. Yields the product CCc1ccc2nc(C)[nH]c2c1N1CC(CN=[N+]=[N-])OC1=O. RXN SMILES: [CH2:1]([CH3:2])[c:3]1[c:4]([N:13]2[C:14](=[O:20])[O:15][CH:16]([CH2:18][I:19])[CH2:17]2)[c:5]2[c:6]([n:7][c:8]([CH3:10])[nH:9]2)[cH:11][cH:12]1.[CH3:25][CH2:26][O:27][C:28](=[O:29])[CH3:30].[CH3:32][C:33]([CH3:34])=[O:35].[N-:22]=[N+:23]=[N-:24].[Na+:21].[OH2:31]>>[CH2:1]([CH3:2])[c:3]1[c:4]([N:13]2[C:14](=[O:20])[O:15][CH:16]([CH2:18][N:22]=[N+:23]=[N-:24])[CH2:17]2)[c:5]2[c:6]([n:7][c:8]([CH3:10])[nH:9]2)[cH:11][cH:12]1.